Dataset: the Open Reaction Database (ORD), a public repository of structured organic reaction records. Task: describe an organic reaction: reactants, conditions, products, and yield Reactants: BrC1=C(C=C(S1)C(=O)N)C (5-bromo-4-methyl-2-thiophenecarboxamide), ClCC(=O)CCl (1,3-dichloroacetone). The product is BrC1=C(C=C(S1)C=1OC=C(N1)CCl)C (2-(5-bromo-4-methyl-2-thienyl)-4-chloromethyloxazole). The yield is 53.0%. As a reaction SMILES: [Br:1][C:2]1[S:6][C:5]([C:7]([NH2:9])=[O:8])=[CH:4][C:3]=1[CH3:10].[Cl:11][CH2:12][C:13]([CH2:15]Cl)=O>>[Br:1][C:2]1[S:6][C:5]([C:7]2[O:8][CH:15]=[C:13]([CH2:12][Cl:11])[N:9]=2)=[CH:4][C:3]=1[CH3:10]. Procedure: In substantially the same manner as in Reference Example 47, 5-bromo-4-methyl-2-thiophenecarboxamide was allowed to react with 1,3-dichloroacetone to give 2-(5-bromo-4-methyl-2-thienyl)-4-chloromethyloxazole. The yield was 53%. Recrystallization from ethyl acetate-hexane gave clolorless prisms, mp 71-72° C.